From a dataset of the Open Reaction Database (ORD), a public repository of structured organic reaction records. describe an organic reaction: reactants, conditions, products, and yield Reactants: C(C)(=O)OO (peracetic acid), C(C)(=O)OCC (ethyl acetate), C(C)(=O)O (acetic acid), C(C)(=O)O (acetic acid). Product: C(CCCCC(=O)O)(=O)O (adipic acid). Reaction SMILES: [C:1]([O:4]O)(=[O:3])[CH3:2].[C:6]([O:9]CC)(=[O:8])[CH3:7].[C:12](O)(=O)[CH3:13]>>[C:1]([OH:4])(=[O:3])[CH2:2][CH2:12][CH2:13][CH2:7][C:6]([OH:9])=[O:8]. Reported procedure: According to the flow chart of FIG. 1, ε-caprolactone was produced. Initially, a crude reaction mixture A produced according to the procedure of Reference Example 1 was fed to a first distillation column and was subjected to distillation for removing low boiling components at a bottom temperature of 180° C. and a column top pressure of 90 mmHg (12.0 kPa). In the first distillation column, low boiling components including unreacted cyclohexanone ANO, unreacted peracetic acid, ethyl acetate and ac...